This data is from the Open Reaction Database (ORD), a public repository of structured organic reaction records. The task is: describe an organic reaction: reactants, conditions, products, and yield Reactants: C([O-])([O-])=O.[Na+].[Na+] (sodium carbonate), NC=1C(=C(C(=O)O)C=C(C1C)Cl)Cl (3-amino-2,5-dichloro-4-methylbenzoic acid), CO (MeOH), Cl (HCl). The solvent is O (water). Product: NC=1C(=C(C(=O)OC)C=C(C1C)Cl)Cl (Methyl 3-amino-2,5-dichloro-4-methylbenzoate). As a reaction SMILES: [NH2:1][C:2]1[C:3]([Cl:13])=[C:4]([CH:8]=[C:9]([Cl:12])[C:10]=1[CH3:11])[C:5]([OH:7])=[O:6].CO.Cl.[C:17](=O)([O-])[O-].[Na+].[Na+]>O>[NH2:1][C:2]1[C:3]([Cl:13])=[C:4]([CH:8]=[C:9]([Cl:12])[C:10]=1[CH3:11])[C:5]([O:7][CH3:17])=[O:6] |f:3.4.5|. Procedure details: 30 g of 3-amino-2,5-dichloro-4-methylbenzoic acid are initially introduced into 140 ml of MeOH. HCl gas is now passed in for 20 minutes and the mixture is then boiled under reflux for a further 5 hours. After cooling, the mixture is poured into water and rendered alkaline with sodium carbonate. The ester which has precipitated is isolated and dried. Yield: 30.8 g, melting point: 53°-55°. Reactants: OC1=C(C(=O)O)C=C(C(=C1)C(=O)O)O (2,5-dihydroxyterephthalic acid), Cl.Cl.NC1=C(C=C(C(=C1)N)O)O (4,6-diamino-1,3-benzenediol dihydrochloride), Cl.Cl.NC1=C(C=C(C(=C1)N)O)O (4,6-diamino-1,3-benzenediol dihydrochloride), OC1=C(C(=O)[O-])C=C(C(=C1)C(=O)[O-])O.[Na+].[Na+] (disodium 2,5-dihydroxyterephthalate). Solvent: [OH-].[Na+] (sodium hydroxide), O (water). Yields the product NC1=C(C=C(C(=C1)N)O)O.OC1=C(C(=O)[O-])C=C(C(=C1)C(=O)[O-])O (4,6-diamino-1,3-benzenediol 2,5-dihydroxyterephthalate). As a reaction SMILES: Cl.Cl.[NH2:3][C:4]1[CH:9]=[C:8]([NH2:10])[C:7]([OH:11])=[CH:6][C:5]=1[OH:12].[OH:13][C:14]1[CH:22]=[C:21]([C:23]([OH:25])=[O:24])[C:20]([OH:26])=[CH:19][C:15]=1[C:16]([OH:18])=[O:17].OC1C=C(C([O-])=O)C(O)=CC=1C([O-])=O.[Na+].[Na+]>O.[OH-].[Na+]>[NH2:3][C:4]1[CH:9]=[C:8]([NH2:10])[C:7]([OH:11])=[CH:6][C:5]=1[OH:12].[OH:13][C:14]1[CH:22]=[C:21]([C:23]([O-:25])=[O:24])[C:20]([OH:26])=[CH:19][C:15]=1[C:16]([O-:18])=[O:17] |f:0.1.2,4.5.6,8.9,10.11|. Reported procedure: 7 parts by weight of 4,6-diamino-1,3-benzenediol dihydrochloride was dissolved in 33 parts by weight of water deaerated with nitrogen. 6.180 parts by weight of 2,5-dihydroxyterephthalic acid was dissolved in 64 parts by weight of 1M sodium hydroxide solution and deaerated with nitrogen. The 4,6-diamino-1,3-benzenediol dihydrochloride solution was added dropwise to the disodium 2,5-dihydroxyterephthalate solution over 10 minutes to form a white precipitate of 4,6-diamino-1,3-benzenediol/2,5-dihyd... Starting materials: C1CCOC1, C1COCCO1, [Li]CCCC, CCCCCCCCCCCCC, N#Cc1ccccc1, C#Cc1ccccc1. Yields the product C(#Cc1ccccc1)c1ccccc1. Reaction SMILES: [CH2:35]1[O:36][CH2:37][CH2:38][CH2:39]1.[CH2:40]1[O:41][CH2:42][CH2:43][O:44][CH2:45]1.[CH2:9]([Li:10])[CH2:11][CH2:12][CH3:13].[CH3:22][CH2:23][CH2:24][CH2:25][CH2:26][CH2:27][CH2:28][CH2:29][CH2:30][CH2:31][CH2:32][CH2:33][CH3:34].[N:14]#[C:15][c:16]1[cH:17][cH:18][cH:19][cH:20][cH:21]1.[c:1]1([C:7]#[CH:8])[cH:2][cH:3][cH:4][cH:5][cH:6]1>>[c:1]1([C:7]#[C:8][c:16]2[cH:17][cH:18][cH:19][cH:20][cH:21]2)[cH:2][cH:3][cH:4][cH:5][cH:6]1. The reactants are C(C)OC(CC1=C(C=C(C=C1)I)F)=O (2-fluoro-4-iodo Phenyl Acetic Acid ethyl ester), C(C)OC(CC1=C(C=C(C=C1)I)F)=O (2-fluoro-4-iodo Phenyl Acetic Acid ethyl ester), C(C)(=O)OCC (ethyl acetate), C(#C)C=1C=C2C(CCC(C2=CC1)=O)(C)C (6-ethynyl-4,4-dimethyl-1,2,3,4-tetrahydronaphthalene-1-one), C(#C)C=1C=C2C(CCC(C2=CC1)=O)(C)C (6-ethynyl-4,4-dimethyl-1,2,3,4-tetrahydronaphthalene-1-one), C(#C)C=1C=C2C(CCC(C2=CC1)=O)(C)C (6-ethynyl-4,4-dimethyl-1,2,3,4-tetrahydronaphthalene-1-one), C(#C)C=1C=C2C(CCC(C2=CC1)=O)(C)C (6-ethynyl-4,4-dimethyl-1,2,3,4-tetrahydronaphthalene-1-one). The reagents and catalysts are [Cu]I (copper(I)iodide), Cl[Pd]([P](C1=CC=CC=C1)(C2=CC=CC=C2)C3=CC=CC=C3)([P](C4=CC=CC=C4)(C5=CC=CC=C5)C6=CC=CC=C6)Cl (dichlorobis(triphenylphosphine)palladium(II)). Solvent: CCCCCC (hexane). Yields the product C(C)OC(CC1=C(C=C(C=C1)C#CC1=CC=2C(CCC(C2C=C1)=O)(C)C)F)=O ([2-Fluoro-4-(8,8-dimethyl-5-oxo-5,6,7,8-tetrahydro-naphthalene-2-yl-ethynyl)phenyl]acetic Acid Ethyl Ester), oil. Yield: 77.0%. RXN SMILES: [C:1]([C:3]1[CH:4]=[C:5]2[C:10](=[CH:11][CH:12]=1)[C:9](=[O:13])[CH2:8][CH2:7][C:6]2([CH3:15])[CH3:14])#[CH:2].[CH2:16]([O:18][C:19](=[O:29])[CH2:20][C:21]1[CH:26]=[CH:25][C:24](I)=[CH:23][C:22]=1[F:28])[CH3:17].C(OCC)(=O)C>CCCCCC.[Cu]I.Cl[Pd](Cl)([P](C1C=CC=CC=1)(C1C=CC=CC=1)C1C=CC=CC=1)[P](C1C=CC=CC=1)(C1C=CC=CC=1)C1C=CC=CC=1>[CH2:16]([O:18][C:19](=[O:29])[CH2:20][C:21]1[CH:26]=[CH:25][C:24]([C:2]#[C:1][C:3]2[CH:12]=[CH:11][C:10]3[C:9](=[O:13])[CH2:8][CH2:7][C:6]([CH3:15])([CH3:14])[C:5]=3[CH:4]=2)=[CH:23][C:22]=1[F:28])[CH3:17] |^1:46,65|. Reported procedure: Following general procedure F and using 6-ethynyl-4,4-dimethyl-1,2,3,4-tetrahydro-naphthalene-1-one (Intermediate 13, 0.298 g, 1.43 mmol), 2-fluoro-4-iodo Phenyl Acetic Acid ethyl ester (Reagent C, 0.44 g, 1.43 mmol), triethyl amine (Intermediate 13, 3 mL), anhydrous tetrahydrofiran (7 mL), copper(I)iodide (0.04 g, 0.2 mmol) and dichlorobis(triphenylphosphine)palladium(II) (0.15 g, 0.213 mmol) followed by flash column chromatography over silica gel (230-400 mesh) using 14-16% ethyl acetate in he... The reactants are C(/C1=CC=CC=C1)=C\1/CC[C@@H]([C@H](C1)C(=O)OC)C(=O)N1CCN(CC1)C1=CC=CC=C1 (methyl(1S,2S,5E)-5-benzylidene-2-[(4-phenylpiperazin-1-yl)carbonyl]cyclohexanecarboxylate), O1CCCC1 (tetrahydrofuran), [OH-].[Li+] (lithium hydroxide), O (water), OO (hydrogen peroxide). Run at time 17 hour. Yields the product C(/C1=CC=CC=C1)=C\1/CC[C@@H]([C@H](C1)C(=O)O)C(=O)N1CCN(CC1)C1=CC=CC=C1 ((1S,2S,5E)-5-benzylidene-2-[(4-phenylpiperazin-1-yl)carbonyl]cyclohexanecarboxylic acid). RXN SMILES: [CH:1](=[C:8]1/[CH2:9][CH2:10][C@H:11]([C:18]([N:20]2[CH2:25][CH2:24][N:23]([C:26]3[CH:31]=[CH:30][CH:29]=[CH:28][CH:27]=3)[CH2:22][CH2:21]2)=[O:19])[C@@H:12]([C:14]([O:16]C)=[O:15])[CH2:13]/1)/[C:2]1[CH:7]=[CH:6][CH:5]=[CH:4][CH:3]=1.O1CCCC1.[OH-].[Li+].O.OO>>[CH:1](=[C:8]1/[CH2:9][CH2:10][C@H:11]([C:18]([N:20]2[CH2:21][CH2:22][N:23]([C:26]3[CH:27]=[CH:28][CH:29]=[CH:30][CH:31]=3)[CH2:24][CH2:25]2)=[O:19])[C@@H:12]([C:14]([OH:16])=[O:15])[CH2:13]/1)/[C:2]1[CH:3]=[CH:4][CH:5]=[CH:6][CH:7]=1 |f:2.3|. Reported procedure: To a stirred solution of methyl(1S,2S,5E)-5-benzylidene-2-[(4-phenylpiperazin-1-yl)carbonyl]cyclohexanecarboxylate (116 mg, 0.000277 mol) in tetrahydrofuran (6.0 mL, 0.074 mol) at rt was added a solution of lithium hydroxide (102 mg, 0.00416 mol) in water (2.0 mL, 0.11 mol). The resulting cloudy solution was stirred at rt for 17 h. LCMS showed that there was only 40% conversion. The reaction mixture was cooled to 0° C., hydrogen peroxide (0.113 mL, 0.00111 mol) was then added. The reaction mixtu... Starting materials: Cc1c(C(=O)O)[nH]c(C=C2C(=O)Nc3cc(Cl)ccc32)c1CCC(=O)O, Cl, [K+], [OH-], O, OCCO. Product: Cc1c[nH]c(C=C2C(=O)Nc3cc(Cl)ccc32)c1CCC(=O)O. As a reaction SMILES: [C:1](=[O:2])([OH:3])[CH2:4][CH2:5][c:6]1[c:7]([CH3:26])[c:8]([C:23]([OH:24])=[O:25])[nH:9][c:10]1[CH:11]=[C:12]1[C:13](=[O:22])[NH:14][c:15]2[cH:16][c:17]([Cl:21])[cH:18][cH:19][c:20]21.[ClH:30].[K+:28].[OH-:27].[OH2:29].[OH:31][CH2:32][CH2:33][OH:34]>>[C:1](=[O:2])([OH:3])[CH2:4][CH2:5][c:6]1[c:7]([CH3:26])[cH:8][nH:9][c:10]1[CH:11]=[C:12]1[C:13](=[O:22])[NH:14][c:15]2[cH:16][c:17]([Cl:21])[cH:18][cH:19][c:20]21.